Task: describe an organic reaction: reactants, conditions, products, and yield. Dataset: the Open Reaction Database (ORD), a public repository of structured organic reaction records The reactants are NC(Cc1ccc(B(O)O)cc1)C(=O)O, CN(C)Cc1ccc(-c2ccccc2C(Oc2cc(Cl)nc(N)n2)C(F)(F)F)o1, [Na+], [Na+], O=C([O-])[O-], O. Product: CN(C)Cc1ccc(-c2ccccc2C(Oc2cc(-c3ccc(CC(N)C(=O)O)cc3)nc(N)n2)C(F)(F)F)o1. As a reaction SMILES: [B:30]([OH:31])([OH:32])[c:33]1[cH:34][cH:35][c:36]([CH2:37][CH:38]([NH2:39])[C:40](=[O:41])[OH:42])[cH:43][cH:44]1.[Cl:1][c:2]1[n:3][c:4]([NH2:29])[n:5][c:6]([O:8][CH:9]([C:10]([F:11])([F:12])[F:13])[c:14]2[c:15](-[c:20]3[o:21][c:22]([CH2:25][N:26]([CH3:27])[CH3:28])[cH:23][cH:24]3)[cH:16][cH:17][cH:18][cH:19]2)[cH:7]1.[Na+:45].[Na+:46].[O-:47][C:48](=[O:49])[O-:50].[OH2:51]>>[c:2]1(-[c:33]2[cH:34][cH:35][c:36]([CH2:37][CH:38]([NH2:39])[C:40](=[O:41])[OH:42])[cH:43][cH:44]2)[n:3][c:4]([NH2:29])[n:5][c:6]([O:8][CH:9]([C:10]([F:11])([F:12])[F:13])[c:14]2[c:15](-[c:20]3[o:21][c:22]([CH2:25][N:26]([CH3:27])[CH3:28])[cH:23][cH:24]3)[cH:16][cH:17][cH:18][cH:19]2)[cH:7]1. The reactants are O (water), FC1=NC(=C(C=C1F)F)F (2,3,5,6-tetrafluoropyridine), C(=O)(OC(C)(C)C)N1CCNCC1 (1-Boc-piperazine), C(C)(C)N(C(C)C)CC (N,N-diisopropylethylamine). Solvent: CN1CCCC1=O (NMP). Conditions: temperature 150 celsius. Yields the product C(C)(C)(C)OC(=O)N1CCN(CC1)C1=NC(=C(C=C1F)F)F (4-(3,5,6-Trifluoro-pyridin-2-yl)-piperazine-1-carboxylic acid tert-butyl ester). Reaction SMILES: F[C:2]1[C:7]([F:8])=[CH:6][C:5]([F:9])=[C:4]([F:10])[N:3]=1.[C:11]([N:18]1[CH2:23][CH2:22][NH:21][CH2:20][CH2:19]1)([O:13][C:14]([CH3:17])([CH3:16])[CH3:15])=[O:12].C(N(CC)C(C)C)(C)C.O>CN1C(=O)CCC1>[C:14]([O:13][C:11]([N:18]1[CH2:23][CH2:22][N:21]([C:2]2[C:7]([F:8])=[CH:6][C:5]([F:9])=[C:4]([F:10])[N:3]=2)[CH2:20][CH2:19]1)=[O:12])([CH3:17])([CH3:15])[CH3:16]. Reported procedure: A mixture of 2,3,5,6-tetrafluoropyridine (755 mg, 5 mmol, Aldrich), 1-Boc-piperazine (558 mg, 3 mmol, Aldrich) and N,N-diisopropylethylamine (1 mL, 5.8 mmol, Aldrich) in NMP (5 mL) was heated at 150° C. for 16 h. The reaction mixture was cooled to room temperature, water (25 mL) was added, and the mixture was extracted with EtOAc (2×40 mL). The combined organic phases were washed with brine (50 mL), then dried over Na2SO4 and filtered. The filtrate was concentrated in vacuo and the residue was p...